Dataset: the Open Reaction Database (ORD), a public repository of structured organic reaction records. Task: describe an organic reaction: reactants, conditions, products, and yield Reactants: C(=O)OCCCN1C(N(C2=C(C1=O)C(=C(N=C2)C2=CC(=CC=C2)Cl)CCC(C)C)C)=O (3-(6-(3-chlorophenyl)-5-isopentyl-1-methyl-2,4-dioxo-1,2-dihydropyrido[3,4-d]pyrimidin-3(4H)-yl)propyl formate), C(=O)OCCCN1C(N(C2=C(C1=O)C(=C(NC2)C2=CC(=CC=C2)Cl)CCC(C)C)C)=O (3-(6-(3-chlorophenyl)-5-isopentyl-1-methyl-2,4-dioxo-1,2,7,8-tetrahydropyrido[3,4-d]pyrimidin-3(4H)-yl)propyl formate). The reagents and catalysts are O=[Mn]=O (MnO2). Solvent: C(Cl)Cl (DCM), C(Cl)Cl (DCM), O (water). Conditions: time 3 hour. Yields the product C(=O)OCCCN1C(N(C2=C(C1=O)C(=C(N=C2)C2=CC=C(C=C2)Cl)CCC(C)C)C)=O (3-(6-(4-chlorophenyl)-5-isopentyl-1-methyl-2,4-dioxo-1,2-dihydropyrido[3,4-d]pyrimidin-3(4H)-yl)propyl formate). Isolated yield 66.7%. RXN SMILES: [CH:1]([O:3][CH2:4][CH2:5][CH2:6][N:7]1[C:12](=[O:13])[C:11]2[C:14]([CH2:25][CH2:26][CH:27]([CH3:29])[CH3:28])=[C:15]([C:18]3[CH:23]=[CH:22][CH:21]=[C:20](Cl)[CH:19]=3)[N:16]=[CH:17][C:10]=2[N:9]([CH3:30])[C:8]1=[O:31])=[O:2].C(OCCCN1C(=O)C2C(CCC(C)C)=C(C3C=CC=C([Cl:55])C=3)NCC=2N(C)C1=O)=O>C(Cl)Cl.O.O=[Mn]=O>[CH:1]([O:3][CH2:4][CH2:5][CH2:6][N:7]1[C:12](=[O:13])[C:11]2[C:14]([CH2:25][CH2:26][CH:27]([CH3:28])[CH3:29])=[C:15]([C:18]3[CH:23]=[CH:22][C:21]([Cl:55])=[CH:20][CH:19]=3)[N:16]=[CH:17][C:10]=2[N:9]([CH3:30])[C:8]1=[O:31])=[O:2]. Procedure: To a solution of 3-(6-(3-chlorophenyl)-5-isopentyl-1-methyl-2,4-dioxo-1,2-dihydropyrido[3,4-d]pyrimidin-3(4H)-yl)propyl formate and 3-(6-(3-chlorophenyl)-5-isopentyl-1-methyl-2,4-dioxo-1,2,7,8-tetrahydropyrido[3,4-d]pyrimidin-3(4H)-yl)propyl formate (21 mg, 0.047 mmol) in DCM (1 mL) was added MnO2 (40.8 mg, 0.47 mmol). The reaction was stirred at RT for 3 h then diluted with DCM (5 mL) and water (1 mL). The organic layer was washed with brine (1 mL), dried over Na2SO4, and concentrated to give 3... The reactants are COCCO, CCOC(C)=O, COc1ccc(N2CCOCC2)c2sc(NC(=O)c3ccnc(Cl)c3)nc12, [H-], [Na+], C1COCCO1. The product is COCCOc1cc(C(=O)Nc2nc3c(OC)ccc(N4CCOCC4)c3s2)ccn1. Reaction SMILES: [CH3:1][O:2][CH2:3][CH2:4][OH:5].[CH3:41][CH2:42][O:43][C:44](=[O:45])[CH3:46].[Cl:8][c:9]1[cH:10][c:11]([C:12](=[O:13])[NH:14][c:15]2[s:16][c:17]3[c:18]([n:19]2)[c:20]([O:30][CH3:31])[cH:21][cH:22][c:23]3[N:24]2[CH2:25][CH2:26][O:27][CH2:28][CH2:29]2)[cH:32][cH:33][n:34]1.[H-:6].[Na+:7].[O:35]1[CH2:36][CH2:37][O:38][CH2:39][CH2:40]1>>[CH3:1][O:2][CH2:3][CH2:4][O:5][c:9]1[cH:10][c:11]([C:12](=[O:13])[NH:14][c:15]2[s:16][c:17]3[c:18]([n:19]2)[c:20]([O:30][CH3:31])[cH:21][cH:22][c:23]3[N:24]2[CH2:25][CH2:26][O:27][CH2:28][CH2:29]2)[cH:32][cH:33][n:34]1. Starting materials: Cc1cc(N)c(OC(C)C)cc1C1CCN(C(=O)OC(C)(C)C)CC1, CCO, CC(=O)c1c(Cl)nc(Cl)nc1Nc1ccccc1S(=O)(=O)C(C)C. Yields the product CC(=O)c1c(Cl)nc(Nc2cc(C)c(C3CCN(C(=O)OC(C)(C)C)CC3)cc2OC(C)C)nc1Nc1ccccc1S(=O)(=O)C(C)C. RXN SMILES: [C:25]([CH3:26])([CH3:27])([CH3:28])[O:29][C:30](=[O:31])[N:32]1[CH2:33][CH2:34][CH:35]([c:38]2[c:39]([CH3:49])[cH:40][c:41]([NH2:48])[c:42]([O:44][CH:45]([CH3:46])[CH3:47])[cH:43]2)[CH2:36][CH2:37]1.[CH3:50][CH2:51][OH:52].[Cl:1][c:2]1[n:3][c:4]([NH:12][c:13]2[c:14]([S:19](=[O:20])(=[O:21])[CH:22]([CH3:23])[CH3:24])[cH:15][cH:16][cH:17][cH:18]2)[c:5]([C:9]([CH3:10])=[O:11])[c:6]([Cl:8])[n:7]1>>[c:2]1([NH:48][c:41]2[cH:40][c:39]([CH3:49])[c:38]([CH:35]3[CH2:34][CH2:33][N:32]([C:30]([O:29][C:25]([CH3:26])([CH3:27])[CH3:28])=[O:31])[CH2:37][CH2:36]3)[cH:43][c:42]2[O:44][CH:45]([CH3:46])[CH3:47])[n:3][c:4]([NH:12][c:13]2[c:14]([S:19](=[O:20])(=[O:21])[CH:22]([CH3:23])[CH3:24])[cH:15][cH:16][cH:17][cH:18]2)[c:5]([C:9]([CH3:10])=[O:11])[c:6]([Cl:8])[n:7]1. The reactants are COCCC1=CC=C(C=C1)C1=CC=C(C=C1)I (4'-(β-methoxyethyl)-4-iodobiphenyl), cuprous cyanide, CN(C)C=O (DMF), C1(=CC=CC=C1)C (Toluene), N (ammonia). Run in O (water). Reaction conditions: temperature 149 celsius, time 6 hour. The product is COCCC1=CC=C(C=C1)C1=CC=C(C=C1)C#N (4'-(β-methyloxyethyl)-4-cyanobiphenyl). RXN SMILES: [CH3:1][O:2][CH2:3][CH2:4][C:5]1[CH:10]=[CH:9][C:8]([C:11]2[CH:16]=[CH:15][C:14](I)=[CH:13][CH:12]=2)=[CH:7][CH:6]=1.[CH3:18][N:19](C=O)C.N.C1(C)C=CC=CC=1>O>[CH3:1][O:2][CH2:3][CH2:4][C:5]1[CH:10]=[CH:9][C:8]([C:11]2[CH:16]=[CH:15][C:14]([C:18]#[N:19])=[CH:13][CH:12]=2)=[CH:7][CH:6]=1. Procedure: Into a 200 ml three-neck flask were added 4'-(β-methyloxyethyl)-4-iodobiphenyl obtained in Step C (20 g, 0.59 mol), cuprous cyanide (6.2 g, 0.688 mol) and DMF (67 ml), and the mixture was reacted together under reflux with stirring at 149° C. for 6 hours. After completion of the reaction, the reaction liquid was cooled down to room temperature and 29% aqueous ammonia (20 ml) was added, followed by agitation. Toluene (50 ml) and water (100 ml) were then added and the reaction liquid was subjected... Reactants: [Al+3], CC#N, CON(C)C(=O)N1C(=O)C(=Cc2cc(C(C)(C)C)c(O)c(C(C)(C)C)c2)CC1(C)C, [Cl-], [Cl-], [Cl-], [I-], [Na+]. Product: CN(O)C(=O)N1C(=O)C(=Cc2cc(C(C)(C)C)c(O)c(C(C)(C)C)c2)CC1(C)C. Reaction SMILES: [Al+3:2].[CH3:37][C:38]#[N:39].[CH3:7][O:8][N:9]([C:10](=[O:11])[N:12]1[C:13](=[O:35])[C:14](=[CH:19][c:20]2[cH:21][c:22]([C:31]([CH3:32])([CH3:33])[CH3:34])[c:23]([OH:30])[c:24]([C:26]([CH3:27])([CH3:28])[CH3:29])[cH:25]2)[CH2:15][C:16]1([CH3:17])[CH3:18])[CH3:36].[Cl-:1].[Cl-:3].[Cl-:4].[I-:6].[Na+:5]>>[OH:8][N:9]([C:10](=[O:11])[N:12]1[C:13](=[O:35])[C:14](=[CH:19][c:20]2[cH:21][c:22]([C:31]([CH3:32])([CH3:33])[CH3:34])[c:23]([OH:30])[c:24]([C:26]([CH3:27])([CH3:28])[CH3:29])[cH:25]2)[CH2:15][C:16]1([CH3:17])[CH3:18])[CH3:36]. Starting materials: FC1=C(C=CC(=C1)F)[C@]1(OC1)[C@H](C)O ((1S)-[(2R)-(2,4-difluorophenyl)-2-oxiranyl]ethanol), FC(C(F)F)(OC1=CC=C(C=C1)N1N=CNC1=O)F (2-[4-(1,1,2,2-tetrafluoroethoxy)phenyl]-3(2H,4H)-1,2,4-triazolone). Yields the product FC1=C(C=CC(=C1)F)[C@]1([C@@H](C)N2C(N(N=C2)C2=CC=C(C=C2)OC(C(F)F)(F)F)=O)CO1 (4-[(1R,2S)-2-(2,4-difluorophenyl)-2,3-epoxy-1-methylpropyl]-2-[4-(1,1,2,2-tetrafluoroethoxy)phenyl]-3(2H,4H)-1,2,4-triazolone). The yield is 57.0%. RXN SMILES: [F:1][C:2]1[CH:7]=[C:6]([F:8])[CH:5]=[CH:4][C:3]=1[C@:9]1([C@@H:12](O)[CH3:13])[CH2:11][O:10]1.[F:15][C:16]([F:33])([O:20][C:21]1[CH:26]=[CH:25][C:24]([N:27]2[C:31](=[O:32])[NH:30][CH:29]=[N:28]2)=[CH:23][CH:22]=1)[CH:17]([F:19])[F:18]>>[F:1][C:2]1[CH:7]=[C:6]([F:8])[CH:5]=[CH:4][C:3]=1[C@:9]1([O:10][CH2:11]1)[C@H:12]([N:30]1[CH:29]=[N:28][N:27]([C:24]2[CH:25]=[CH:26][C:21]([O:20][C:16]([F:33])([F:15])[CH:17]([F:19])[F:18])=[CH:22][CH:23]=2)[C:31]1=[O:32])[CH3:13]. Procedure: In the same manner as in Reference Example 5, starting from 1.15 g of (1S)-[(2R)-(2,4-difluorophenyl)-2-oxiranyl]ethanol and 1.27 g of 2-[4-(1,1,2,2-tetrafluoroethoxy)phenyl]-3(2H,4H)-1,2,4-triazolone, 1.20 g of 4-[(1R,2S)-2-(2,4-difluorophenyl)-2,3-epoxy-1-methylpropyl]-2-[4-(1,1,2,2-tetrafluoroethoxy)phenyl]-3(2H,4H)-1,2,4-triazolone was obtained as colorless needles. The reactants are COc1ccc(COc2cccc(OCC3CC3)c2-c2cc(-c3ccc(NC(C)=O)c(O)c3)c(C(=O)OC(C)(C)C)c(N)n2)cc1, C1CCOC1, COCCO[Al+]OCCOC, [H-], [H-], [Na+]. Yields the product COc1ccc(COc2cccc(OCC3CC3)c2-c2cc(-c3ccc(NC(C)=O)c(O)c3)c(CO)c(N)n2)cc1. RXN SMILES: [C:1]([CH3:2])(=[O:3])[NH:4][c:5]1[c:6]([OH:46])[cH:7][c:8](-[c:11]2[cH:12][c:13](-[c:25]3[c:26]([O:41][CH2:42][CH:43]4[CH2:44][CH2:45]4)[cH:27][cH:28][cH:29][c:30]3[O:31][CH2:32][c:33]3[cH:34][cH:35][c:36]([O:39][CH3:40])[cH:37][cH:38]3)[n:14][c:15]([NH2:24])[c:16]2[C:17](=[O:18])[O:19][C:20]([CH3:21])([CH3:22])[CH3:23])[cH:9][cH:10]1.[CH2:61]1[O:62][CH2:63][CH2:64][CH2:65]1.[CH3:48][O:49][CH2:50][CH2:51][O:52][Al+:53][O:54][CH2:55][CH2:56][O:57][CH3:58].[H-:47].[H-:60].[Na+:59]>>[C:1]([CH3:2])(=[O:3])[NH:4][c:5]1[c:6]([OH:46])[cH:7][c:8](-[c:11]2[cH:12][c:13](-[c:25]3[c:26]([O:41][CH2:42][CH:43]4[CH2:44][CH2:45]4)[cH:27][cH:28][cH:29][c:30]3[O:31][CH2:32][c:33]3[cH:34][cH:35][c:36]([O:39][CH3:40])[cH:37][cH:38]3)[n:14][c:15]([NH2:24])[c:16]2[CH2:17][OH:18])[cH:9][cH:10]1. Reactants: BrC1=CC(=C(CN2C(C3(C=4CC(C=C(C24)Cl)=O)NC(NC3)=O)=O)C=C1)F ((±)-1'-(4-Bromo-2-fluorobenzyl)-7'-chloro-spiro[imidazoline-4,3'-indoline]-2,2',5'-trione), [OH-].C[N+](C)(C)C(C)C1=CC=CC=C1 ((-)-N,N,N-trimethyl-(1-phenylethyl)ammonium hydroxide), Cl (hydrochloric acid). Run in solution, CO (methanol), CO (methanol). Reaction conditions: temperature 70 celsius, time 48 hour. Product: BrC1=CC(=C(CN2C(C3(C4=CC=CC(=C24)Cl)NC(NC3=O)=O)=O)C=C1)F (1'-[4-bromo-2-fluorobenzyl]-7'-chloro-spiro[imidazolidine-4,3'-indoline]-2,2',5-trione). RXN SMILES: [Br:1][C:2]1[CH:25]=[CH:24][C:5]([CH2:6][N:7]2[C:15]3[C:14]([Cl:16])=[CH:13][C:12](=O)[CH2:11][C:10]=3[C:9]3([CH2:21][NH:20][C:19](=[O:22])[NH:18]3)[C:8]2=[O:23])=[C:4]([F:26])[CH:3]=1.Cl.[OH-:28].C[N+](C(C1C=CC=CC=1)C)(C)C>CO>[Br:1][C:2]1[CH:25]=[CH:24][C:5]([CH2:6][N:7]2[C:15]3[C:10](=[CH:11][CH:12]=[CH:13][C:14]=3[Cl:16])[C:9]3([C:21](=[O:28])[NH:20][C:19](=[O:22])[NH:18]3)[C:8]2=[O:23])=[C:4]([F:26])[CH:3]=1 |f:2.3|. Procedure: (±)-1'-(4-Bromo-2-fluorobenzyl)-7'-chloro-spiro[imidazoline-4,3'-indoline]-2,2',5'-trione (64.4 g.) was dissolved in a 0.253 M solution of (-)-N,N,N-trimethyl-(1-phenylethyl)ammonium hydroxide in methanol (581 ml.). The solution was filtered and the filtrate was evaporated. The residue was dissolved in 2-methoxyethanol (132 ml.). The solution was warmed to 70° C. and then diluted with 1,2-dimethoxyethane (440 ml.) previously warmed to 70° C. The clear solution was stored at 0° C. for 48 hours an... The reactants are COC1=CC=C(C(=O)NC=2C(=CC=CC2)NC(=O)C2CCNCC2)C=C1 (N1-(4-methoxybenzoyl)-N2-(piperidin-4-ylcarbonyl)-1,2-benzenediamine), C1=CC2=C(C=C1C=O)OCO2 (piperonal). Yields the product COC1=CC=C(C(=O)NC=2C(=CC=CC2)NC(=O)C2CCN(CC2)CC2=CC3=C(C=C2)OCO3)C=C1 (N1-(4-Methoxybenzoyl)-N2-[1-(3,4-methylenedioxybenzyl)piperidin-4-ylcarbonyl]-1,2-benzenediamine). As a reaction SMILES: [CH3:1][O:2][C:3]1[CH:26]=[CH:25][C:6]([C:7]([NH:9][C:10]2[C:11]([NH:16][C:17]([CH:19]3[CH2:24][CH2:23][NH:22][CH2:21][CH2:20]3)=[O:18])=[CH:12][CH:13]=[CH:14][CH:15]=2)=[O:8])=[CH:5][CH:4]=1.[CH:27]1[C:32]([CH:33]=O)=[CH:31][C:30]2[O:35][CH2:36][O:37][C:29]=2[CH:28]=1>>[CH3:1][O:2][C:3]1[CH:4]=[CH:5][C:6]([C:7]([NH:9][C:10]2[C:11]([NH:16][C:17]([CH:19]3[CH2:20][CH2:21][N:22]([CH2:33][C:32]4[CH:27]=[CH:28][C:29]5[O:37][CH2:36][O:35][C:30]=5[CH:31]=4)[CH2:23][CH2:24]3)=[O:18])=[CH:12][CH:13]=[CH:14][CH:15]=2)=[O:8])=[CH:25][CH:26]=1. Procedure: Using the general procedure described in Example 3, N1-(4-methoxybenzoyl)-N2-(piperidin-4-ylcarbonyl)-1,2-benzenediamine (0.045 mmol) was reacted with piperonal to provide 21 mg of the title product as the free base. Treatment with hydrochloric acid and concentration in vacuo yielded the salt of the title compound.